Dataset: the Open Reaction Database (ORD), a public repository of structured organic reaction records. Task: describe an organic reaction: reactants, conditions, products, and yield Reactants: FC(C1=CC(=NC=2N1N=CC2C#C)C2=CC=C(C=C2)C(F)(F)F)F (7-Difluoromethyl-3-ethynyl-5-(4-trifluoromethyl-phenyl)-pyrazolo[1,5-a]pyrimidine), BrC=1C(=CC(=C(C1)S(=O)(=O)NCCN(C)C)F)F (5-Bromo-N-(2-dimethylamino-ethyl)-2,4-difluoro-benzenesulfonamide). The product is FC(C1=CC(=NC=2N1N=CC2C#CC=2C(=CC(=C(C2)S(=O)(=O)NCCN(C)C)F)F)C2=CC=C(C=C2)C(F)(F)F)F (5-[7-Difluoromethyl-5-(4-trifluoromethyl-phenyl)-pyrazolo[1,5-a]pyrimidin-3-ylethynyl]-N-(2-dimethylamino-ethyl)-2,4-difluoro-benzenesulfonamide), solid. Isolated yield 50.0%. As a reaction SMILES: [F:1][CH:2]([F:24])[C:3]1[N:8]2[N:9]=[CH:10][C:11]([C:12]#[CH:13])=[C:7]2[N:6]=[C:5]([C:14]2[CH:19]=[CH:18][C:17]([C:20]([F:23])([F:22])[F:21])=[CH:16][CH:15]=2)[CH:4]=1.Br[C:26]1[C:27]([F:42])=[CH:28][C:29]([F:41])=[C:30]([S:32]([NH:35][CH2:36][CH2:37][N:38]([CH3:40])[CH3:39])(=[O:34])=[O:33])[CH:31]=1>>[F:24][CH:2]([F:1])[C:3]1[N:8]2[N:9]=[CH:10][C:11]([C:12]#[C:13][C:26]3[C:27]([F:42])=[CH:28][C:29]([F:41])=[C:30]([S:32]([NH:35][CH2:36][CH2:37][N:38]([CH3:39])[CH3:40])(=[O:34])=[O:33])[CH:31]=3)=[C:7]2[N:6]=[C:5]([C:14]2[CH:19]=[CH:18][C:17]([C:20]([F:23])([F:22])[F:21])=[CH:16][CH:15]=2)[CH:4]=1. Procedure: The title compound was prepared from 7-Difluoromethyl-3-ethynyl-5-(4-trifluoromethyl-phenyl)-pyrazolo[1,5-a]pyrimidine (example C.2) (337 mg, 1.0 mmol) and 5-bromo-N-(2-dimethylamino-ethyl)-2,4-difluoro-benzenesulfonamide (example B.36) (446 mg, 1.0 mmol) according to general procedure II. Obtained as a yellow solid (300 mg, 50%). MS (ISP) 600.2 [(M+H)+]; mp 165-166° C. As a reaction SMILES: [Mg].Br[C:3]1[CH:4]=[C:5]([CH3:10])[CH:6]=[C:7]([CH3:9])[CH:8]=1.Cl[P:12]([C:19]1[CH:24]=[CH:23][CH:22]=[CH:21][CH:20]=1)[C:13]1[CH:18]=[CH:17][CH:16]=[CH:15][CH:14]=1.Cl>O1CCCC1>[CH3:9][C:7]1[CH:8]=[C:3]([P:12]([C:19]2[CH:20]=[CH:21][CH:22]=[CH:23][CH:24]=2)[C:13]2[CH:18]=[CH:17][CH:16]=[CH:15][CH:14]=2)[CH:4]=[C:5]([CH3:10])[CH:6]=1. Starting materials: ClP(C1=CC=CC=C1)C1=CC=CC=C1 (chlorodiphenylphosphine), Cl (HCl), [Mg] (magnesium), BrC=1C=C(C=C(C1)C)C (5-bromo-m-xylene). Product: CC=1C=C(C=C(C1)C)P(C1=CC=CC=C1)C1=CC=CC=C1 (3,5-Dimethylphenyldiphenylphosphine). Solvent: O1CCCC1 (THF), O1CCCC1 (THF). Procedure: In a 3-neck 1 liter flask equipped with blade stirrer, nitrogen inlet, Claissen adaptor, condenser, drying tube and constant pressure dropping funnel, was placed 6.67 g (0.274 g atoms) of magnesium turnings. Under a nitrogen flow, the glassware was dried with heating via a heat gun. To the magnesium was added a portion of a solution of 55.5 g (0.30 mol) of 5-bromo-m-xylene in 150 ml dry THF (tetrahydrofuran). Reaction was initiated with external heating and the balance of the solution was added ... Starting materials: C1(CC1)C1=CC(=NC=2N1N=CC2C#C)C2=CC=C(C=C2)C(F)(F)F (7-cyclopropyl-3-ethynyl-5-(4-trifluoromethyl-phenyl)-pyrazolo[1,5-a]pyrimidine), NC1=NC=C(C=C1)Br (2-amino-5-bromopyridine). The product is C1(CC1)C1=CC(=NC=2N1N=CC2C#CC=2C=CC(=NC2)N)C2=CC=C(C=C2)C(F)(F)F (5-[7-Cyclopropyl-5-(4-trifluoromethyl-phenyl)-pyrazolo[1,5-a]pyrimidin-3-ylethynyl]-pyridin-2-ylamine), solid. The yield is 9.0%. As a reaction SMILES: [CH:1]1([C:4]2[N:9]3[N:10]=[CH:11][C:12]([C:13]#[CH:14])=[C:8]3[N:7]=[C:6]([C:15]3[CH:20]=[CH:19][C:18]([C:21]([F:24])([F:23])[F:22])=[CH:17][CH:16]=3)[CH:5]=2)[CH2:3][CH2:2]1.[NH2:25][C:26]1[CH:31]=[CH:30][C:29](Br)=[CH:28][N:27]=1>>[CH:1]1([C:4]2[N:9]3[N:10]=[CH:11][C:12]([C:13]#[C:14][C:29]4[CH:30]=[CH:31][C:26]([NH2:25])=[N:27][CH:28]=4)=[C:8]3[N:7]=[C:6]([C:15]3[CH:16]=[CH:17][C:18]([C:21]([F:22])([F:23])[F:24])=[CH:19][CH:20]=3)[CH:5]=2)[CH2:3][CH2:2]1. Procedure details: The title compound was prepared from 7-cyclopropyl-3-ethynyl-5-(4-trifluoromethyl-phenyl)-pyrazolo[1,5-a]pyrimidine (example C.7) (82 mg, 0.25 mmol) and 2-amino-5-bromopyridine (43 mg, 0.25 mmol) according to general procedure II. Obtained as an orange solid (9 mg, 9%). MS (ISP) 420.2 [(M+H)+]; mp 228-231° C. Reactants: C(C1=CC=CC=C1)OC=1C(C=C(OC1C=O)CNS(=O)(=O)C1=CC=CC=C1)=O (N-(5-benzyloxy-6-formyl-4-oxo-4H-pyran-2-ylmethyl)-benzene sulfonamide), S(N)(O)(=O)=O (sulfamic acid), Cl(=O)[O-].[Na+] (sodium chlorite), O (water). Product: C1(=CC=CC=C1)S(=O)(=O)C(C1=CC(C(=C(O1)C(=O)O)OCC1=CC=CC=C1)=O)N (6-(benzene sulfonyl amino-methyl)-3-benzyloxy-4-oxo-4H-pyran-2-carboxylic acid). Isolated yield 87.8%. Procedure details: To a stirred solution of N-(5-benzyloxy-6-formyl-4-oxo-4H-pyran-2-ylmethyl)-benzene sulfonamide (11-01) (700.0 mg, 1.75 mmol) in acetone (10 mL) and water (15 mL) were added sulfamic acid (240.45 mg, 2.45 mmol) and sodium chlorite (166.6 mg, 1.84 mmol) and the reaction mixture was allowed to stir for 16 h at room temperature. After completion of the reaction, the solvent and the volatile substances were removed and extracted with dichloromethane. The combined organic layer was washed with satura... As a reaction SMILES: [CH2:1]([O:8][C:9]1[C:10](=[O:28])[CH:11]=[C:12]([CH2:17][NH:18]S(C2C=CC=CC=2)(=O)=O)[O:13][C:14]=1[CH:15]=[O:16])[C:2]1[CH:7]=[CH:6][CH:5]=[CH:4][CH:3]=1.[S:29](=[O:33])(=O)([OH:31])N.Cl([O-])=O.[Na+].[OH2:38]>CC(C)=O>[C:2]1([S:29]([CH:17]([NH2:18])[C:12]2[O:13][C:14]([C:15]([OH:16])=[O:38])=[C:9]([O:8][CH2:1][C:2]3[CH:3]=[CH:4][CH:5]=[CH:6][CH:7]=3)[C:10](=[O:28])[CH:11]=2)(=[O:33])=[O:31])[CH:7]=[CH:6][CH:5]=[CH:4][CH:3]=1 |f:2.3|. The solvent is CC(=O)C (acetone). Conditions: time 16 hour. Reactants: solution, Cl (hydrogen chloride), C1=C(C=CC2=CC=CC=C12)CN1CCSCC(C1=O)NC(OC(C)(C)C)=O (tert-butyl [4-(naphthalen-2-ylmethyl)-5-oxoperhydro-1,4-thiazepin-6-yl]carbamate). The solvent is O1CCOCC1 (dioxane). Reaction conditions: time 3 hour. Yields the product Cl.NC1C(N(CCSC1)CC1=CC2=CC=CC=C2C=C1)=O (6-amino-4-(naphthalen-2-yl-methyl)perhydro-1,4-thiazepin-5-one hydrochloride). Reaction SMILES: [CH:1]1[C:10]2[C:5](=[CH:6][CH:7]=[CH:8][CH:9]=2)[CH:4]=[CH:3][C:2]=1[CH2:11][N:12]1[C:18](=[O:19])[CH:17]([NH:20]C(=O)OC(C)(C)C)[CH2:16][S:15][CH2:14][CH2:13]1.[ClH:28]>O1CCOCC1>[ClH:28].[NH2:20][CH:17]1[CH2:16][S:15][CH2:14][CH2:13][N:12]([CH2:11][C:2]2[CH:3]=[CH:4][C:5]3[C:10](=[CH:9][CH:8]=[CH:7][CH:6]=3)[CH:1]=2)[C:18]1=[O:19] |f:3.4|. Reported procedure: 510 mg of 42 (1.32 mmol) are taken up in a 25 ml round-bottomed flask and 10 ml of a solution of hydrogen chloride in dioxane (4M) are added. The mixture is stirred for 3 hours at room temperature under argon. After evaporating off the solvent, 510 mg of amine 43 are obtained in hydrochloride form, which product is used directly in the following step. The reactants are O (water), CN(C)C=O (N, N-dimethylformaldehyde), C1C(=O)OC(=O)CN1CCN2CC(=O)OC(=O)C2 (ethylenediamine tetraacetic dianhydride), O (water), O.[NH4+] (ammonium water), O (water). Run at temperature 80 celsius, time 3 hour. The product is C(CN(CC(=O)O)CC(=O)O)N(CC(=O)O)CC(=O)O (EDTA). Reaction SMILES: CN(C=O)C.[CH2:6]1[N:13]([CH2:14][CH2:15][N:16]2[CH2:23][C:21](=[O:22])[O:20][C:18](=[O:19])[CH2:17]2)[CH2:12][C:10](=[O:11])[O:9][C:7]1=[O:8].[OH2:24].[NH4+].[OH2:26]>>[CH2:15]([N:16]([CH2:23][C:21]([OH:20])=[O:22])[CH2:17][C:18]([OH:26])=[O:19])[CH2:14][N:13]([CH2:12][C:10]([OH:9])=[O:11])[CH2:6][C:7]([OH:24])=[O:8] |f:2.3|. Procedure: Into 200 ml of N, N-dimethylformaldehyde, 35.3 g of ethylenediamine tetraacetic dianhydride was added and dissolved through the application of heat at 80° C. Into thus-obtained liquid solution, 0.4 g of cotton cloth (unbleached cotton knit) was soaked and heated at 80° C. for 6 hours. Next, the cotton cloth was soaked into 500 ml of distilled water. In this state, pH of the distilled water was adjusted to about 10 using ammonium water, and the water was stirred for 3 hours to dissolve and remove...